From a dataset of the Open Reaction Database (ORD), a public repository of structured organic reaction records. describe an organic reaction: reactants, conditions, products, and yield Reactants: S(O)(O)(=O)=O (Sulfuric acid), C(=O)([O-])[O-].[K+].[K+] (K2CO3), N1[C@H](C(=O)O)CCC1 (L-Proline), C=O (formaldehyde), [BH4-].[Na+] (sodium borohydride). Run in CO (Methanol), O (water), CO (methanol). Reaction conditions: temperature 0 celsius. Product: COC([C@H]1N(CCC1)C)=O (N-Methyl-proline Methyl Ester). Reaction SMILES: S(=O)(=O)(O)O.[NH:6]1[CH2:13][CH2:12][CH2:11][C@H:7]1[C:8]([OH:10])=O.[C:14]([O-])([O-])=O.[K+].[K+].[CH2:20]=[O:21].[BH4-].[Na+]>O.CO>[CH3:20][O:21][C:8](=[O:10])[C@@H:7]1[CH2:11][CH2:12][CH2:13][N:6]1[CH3:14] |f:2.3.4,6.7|. Procedure: Methanol (2.2 L, 68.66 mol) was stirred under nitrogen and cooled to 0° C. Sulfuric acid (97%, 0.179 L, 3.26 mol) was added with vigorous stirring at a rate such that the internal temperature of the reactor did not rise above 10° C. L-Proline (0.5 kg, 4.34 mol) was added to the methanol, and the reaction was refluxed for 18 hr. The reaction mixture was cooled to 0° C., and with vigorous stirring a solution of K2CO3 (0.217 kg, 1.57 mol) in 0.363 L of water was slowly added to the mixture, until t... The reactants are FC1=C(N)C=CC(=C1)I (2-Fluoro-4-iodoaniline), C(#N)[Cu] (CuCN). The reagents and catalysts are [Cu]I (CuI). The solvent is CN(C)C=O (DMF), CCOC(=O)C (EtOAc). The product is NC1=C(C=C(C#N)C=C1)F (4-amino-3-fluorobenzonitrile). Yield: 101.4%. As a reaction SMILES: [F:1][C:2]1[CH:8]=[C:7](I)[CH:6]=[CH:5][C:3]=1[NH2:4].[C:10]([Cu])#[N:11]>CN(C=O)C.CCOC(C)=O.[Cu]I>[NH2:4][C:3]1[CH:5]=[CH:6][C:7]([C:10]#[N:11])=[CH:8][C:2]=1[F:1]. Procedure: 2-Fluoro-4-iodoaniline (5.0 g, 21 mmol) was dissolved in 20 mL dry DMF. To it were added CuCN (3.8 g, 42 mmol) and catalytic amount of CuI (200 mg). The slurry was refluxed for 1 hour. Diluted with EtOAc. Filtered through celite. Concentrated in vacuuo to yield solid 4-amino-3-fluorobenzonitrile (2.9 g, 100%). ES-MS: (M+H)+137. Starting materials: CCOC(=O)CCCBr, O=C([O-])[O-], CC(C)=O, O=C1Nc2ccc(O)cc2C(C#CC2CC2)(C(F)(F)F)O1, [K+], [K+], C1COCCOCCOCCOCCOCCO1. The product is CCOC(=O)CCCOc1ccc2c(c1)C(C#CC1CC1)(C(F)(F)F)OC(=O)N2. As a reaction SMILES: [Br:46][CH2:47][CH2:48][CH2:49][C:50](=[O:51])[O:52][CH2:53][CH3:54].[C:22](=[O:23])([O-:24])[O-:25].[CH3:55][C:56](=[O:57])[CH3:58].[CH:1]1([C:4]#[C:5][C:6]2([C:18]([F:19])([F:20])[F:21])[c:7]3[c:8]([cH:13][cH:14][c:15]([OH:17])[cH:16]3)[NH:9][C:10](=[O:12])[O:11]2)[CH2:2][CH2:3]1.[K+:26].[K+:27].[O:28]1[CH2:29][CH2:30][O:31][CH2:32][CH2:33][O:34][CH2:35][CH2:36][O:37][CH2:38][CH2:39][O:40][CH2:41][CH2:42][O:43][CH2:44][CH2:45]1>>[CH:1]1([C:4]#[C:5][C:6]2([C:18]([F:19])([F:20])[F:21])[c:7]3[c:8]([cH:13][cH:14][c:15]([O:17][CH2:47][CH2:48][CH2:49][C:50](=[O:51])[O:52][CH2:53][CH3:54])[cH:16]3)[NH:9][C:10](=[O:12])[O:11]2)[CH2:2][CH2:3]1. Starting materials: [OH-].[K+] (potassium hydroxide), [OH-].[Na+] (NaOH), C(C)(C)(C)OO (t-butylhydroperoxide), C(C)(C)(C)N=NC1(CCCCC1)Cl (1-t-butylazo-1-chlorocyclohexane), Ice water, [Cl-].[K+] (potassium chloride). Solvent: O (water), O (water). Conditions: temperature 20 celsius, time 30 minute. Product: C(C)(C)(C)N=NC1(CCCCC1)OOC(C)(C)C (1-t-butylazo-1-(t-butylperoxy)-cyclohexane). Yield: 87.4%. Reaction SMILES: [OH-].[K+].[C:3]([O:7][OH:8])([CH3:6])([CH3:5])[CH3:4].[C:9]([N:13]=[N:14][C:15]1(Cl)[CH2:20][CH2:19][CH2:18][CH2:17][CH2:16]1)([CH3:12])([CH3:11])[CH3:10].[OH-].[Na+].[Cl-].[K+]>O>[C:9]([N:13]=[N:14][C:15]1([O:8][O:7][C:3]([CH3:6])([CH3:5])[CH3:4])[CH2:20][CH2:19][CH2:18][CH2:17][CH2:16]1)([CH3:12])([CH3:10])[CH3:11] |f:0.1,4.5,6.7|. Procedure details: To a solution of 42 grams (0.64 moles) of 85% potassium hydroxide in 100 ml. of water, cooled to 15° C in a 2 liter jacketed reactor was added 81 grams (0.81 moles) of 90% t-butylhydroperoxide slowly and with rapid stirring. The temperature was held at 20°-25° C by the rate of addition and by circulating 15° C water through the reactor jacket. After the addition was complete, the reaction was stirred for 30 minutes at 20° C and then 118 grams (0.58 moles) of 1-t-butylazo-1-chlorocyclohexane was ... The reactants are C(C)(C)(C)OC(=O)N/N=C(\CCC(OC)OC)/C1CN(C1)C(=O)OCC1=CC=CC=C1 (benzyl 3-[(1E)-N-(tert-butoxycarbonyl)-4,4-dimethoxybutanehydrazonoyl]azetidine-1-carboxylate). RXN SMILES: [C:1]([O:5][C:6]([NH:8]/[N:9]=[C:10](/[CH:18]1[CH2:21][N:20]([C:22]([O:24][CH2:25][C:26]2[CH:31]=[CH:30][CH:29]=[CH:28][CH:27]=2)=[O:23])[CH2:19]1)\[CH2:11][CH2:12][CH:13](OC)OC)=[O:7])([CH3:4])([CH3:3])[CH3:2]>CC(O)=O>[C:1]([O:5][C:6]([NH:8][N:9]1[CH:13]=[CH:12][CH:11]=[C:10]1[CH:18]1[CH2:21][N:20]([C:22]([O:24][CH2:25][C:26]2[CH:31]=[CH:30][CH:29]=[CH:28][CH:27]=2)=[O:23])[CH2:19]1)=[O:7])([CH3:4])([CH3:3])[CH3:2]. Reported procedure: A solution of benzyl 3-[(1E)-N-(tert-butoxycarbonyl)-4,4-dimethoxybutanehydrazonoyl]azetidine-1-carboxylate (2.47 g, 5.67 mmol) and AcOH (30 mL) was stirred (40° C.) for 18 h. The mixture was concentrated and the residue was dissolved in EtOAc (75 mL) and washed with saturated, aqueous NaHCO3 (75 mL). The aqueous layer was extracted with EtOAc (2×50 mL) and the combined organic layers were washed with brine, dried (Na2SO4) and concentrated to afford the desired product (2.1 g) which was used wit... The yield is 99.7%. The solvent is CC(=O)O (AcOH). Yields the product C(C)(C)(C)OC(=O)NN1C(=CC=C1)C1CN(C1)C(=O)OCC1=CC=CC=C1 (benzyl 3-{1-[(tert-butoxycarbonyl)amino]-1H-pyrrol-2-yl}azetidine-1-carboxylate). Reactants: CC1=CN=CC=2C=CC=C(C12)S(=O)(=O)Cl (4-methyl-5-isoquinolinesulfonyl chloride), C(C)(C)(C)OC(=O)N(C)C1CN(CC1)S(=O)(=O)C=1C=2C(=CN=CC2C=CC1)C (3-[N-(tert-Butoxycarbonyl)-N-methylamino]-1-(4-methyl-5-isoquinoline-sulfonyl)pyrrolidine), C(C)(C)(C)OC(=O)N(C)C1CN(CC1)S(=O)(=O)C=1C=2C(=CN=CC2C=CC1)C (3-[N-(tert-Butoxycarbonyl)-N-methylamino]-1-(4-methyl-5-isoquinoline-sulfonyl)pyrrolidine), C(C)(C)(C)OC(=O)N(C)[C@H]1CNCC1 ((R)-3-[N-(tert-butoxycarbonyl)-N-methylamino]pyrrolidine), C(C)(C)(C)OC(=O)N(C)[C@@H]1CNCC1 ((S)-3-[N-(tert-butoxycarbonyl)-N-methyl-amino]pyrrolidine), BrC1=CN=CC=2C=CC=C(C12)S(=O)(=O)Cl (4-bromo-5-isoquinolinesulfonyl chloride). Yields the product CC1=CN=CC=2C=CC=C(C12)S(=O)(=O)N1C[C@@H](CC1)NC ((R)-1-(4-Methyl-5-isoquinolinesulfonyl)-3-(methylamino)pyrrolidine), Cl (hydrochloride). As a reaction SMILES: C(O[C:6]([N:8]([CH:10]1[CH2:14][CH2:13][N:12]([S:15]([C:18]2[C:19]3[C:20]([CH3:28])=[CH:21][N:22]=[CH:23][C:24]=3[CH:25]=[CH:26][CH:27]=2)(=[O:17])=[O:16])[CH2:11]1)C)=O)(C)(C)C.CC1C2C(S([Cl:43])(=O)=O)=CC=CC=2C=NC=1.C(OC(N([C@@H]1CCNC1)C)=O)(C)(C)C.BrC1C2C(S(Cl)(=O)=O)=CC=CC=2C=NC=1.C(OC(N([C@H]1CCNC1)C)=O)(C)(C)C>>[CH3:28][C:20]1[C:19]2[C:18]([S:15]([N:12]3[CH2:13][CH2:14][C@@H:10]([NH:8][CH3:6])[CH2:11]3)(=[O:17])=[O:16])=[CH:27][CH:26]=[CH:25][C:24]=2[CH:23]=[N:22][CH:21]=1.[ClH:43]. Procedure: 3-[N-(tert-Butoxycarbonyl)-N-methylamino]-1-(4-methyl-5-isoquinoline-sulfonyl)pyrrolidine (Intermediate 23b) can be prepared by using 4-methyl-5-isoquinolinesulfonyl chloride and (R)-3-[N-(tert-butoxycarbonyl)-N-methylamino]pyrrolidine in the method of Example 1-3, Step A instead of 4-bromo-5-isoquinolinesulfonyl chloride and (S)-3-[N-(tert-butoxycarbonyl)-N-methyl-amino]pyrrolidine, respectively, and then used in the method of Step B in a similar manner to obtain the title compound as hydrochlo... The reactants are CS(=O)(=O)Cl, Cc1ccc2cc(CCO)sc2c1, CCN(C(C)C)C(C)C, ClCCl. The product is Cc1ccc2cc(CCOS(C)(=O)=O)sc2c1. RXN SMILES: [CH3:14][S:15](=[O:16])(=[O:17])[Cl:18].[CH3:1][c:2]1[cH:3][cH:4][c:5]2[c:6]([s:7][c:8]([CH2:10][CH2:11][OH:12])[cH:9]2)[cH:13]1.[CH:19]([N:20]([CH2:21][CH3:22])[CH:23]([CH3:24])[CH3:25])([CH3:26])[CH3:27].[Cl:28][CH2:29][Cl:30]>>[CH3:1][c:2]1[cH:3][cH:4][c:5]2[c:6]([s:7][c:8]([CH2:10][CH2:11][O:12][S:15]([CH3:14])(=[O:16])=[O:17])[cH:9]2)[cH:13]1. Reactants: C(C1=CC=CC=C1)OC(=O)N[C@H](C(=O)O)COC[C@@H]([C@H]([C@@H](COCC(=C)C)O)OCC(=C)C)OCC(=C)C ((S)-2-(benzyloxycarbonylamino)-3-((2S,3S,4R)-4-hydroxy-2,3,5-tris(2-methylallyloxy)pentyloxy)propanoic acid), CC1=C(C(=CC=C1)[N+](=O)[O-])C(=O)OC(=O)C2=C(C=CC=C2[N+](=O)[O-])C (MNBA). Reagents/catalysts: CN(C)C=1C=CN=CC1 (DMAP). Run in C1(=CC=CC=C1)C (toluene), C1(=CC=CC=C1)C (toluene). Run at time 1 hour. Yields the product CC(CO[C@H]1COC[C@@H](C(O[C@@H]([C@@H]1OCC(=C)C)COCC(=C)C)=O)NC(OCC1=CC=CC=C1)=O)=C (benzyl (3S,7S,8R,9R)-7,8-bis(2-methylallyloxy)-9-((2-methylallyloxy)methyl)-2-oxo-1,5-dioxonan-3-ylcarbamate), CC(CO[C@H]1COC[C@H](C(O[C@@H]([C@@H]1OCC(=C)C)COCC(=C)C)=O)NC([O-])=O)=C ((3R,7S,8R,9R)-7,8-bis(2-methylallyloxy)-9-((2-methylallyloxy)methyl)-2-oxo-1,5-dioxonan-3-ylcarbamate). The yield is 36.0%. As a reaction SMILES: [CH2:1]([O:8][C:9]([NH:11][C@@H:12]([CH2:16][O:17][CH2:18][C@H:19]([O:34][CH2:35][C:36]([CH3:38])=[CH2:37])[C@@H:20]([O:29][CH2:30][C:31]([CH3:33])=[CH2:32])[C@H:21]([OH:28])[CH2:22][O:23][CH2:24][C:25]([CH3:27])=[CH2:26])[C:13]([OH:15])=[O:14])=[O:10])[C:2]1[CH:7]=[CH:6][CH:5]=[CH:4][CH:3]=1.CC1C=CC=C([N+]([O-])=O)C=1C(OC(C1C([N+]([O-])=O)=CC=CC=1C)=O)=O>C1(C)C=CC=CC=1.CN(C1C=CN=CC=1)C>[CH3:38][C:36](=[CH2:37])[CH2:35][O:34][C@@H:19]1[C@@H:20]([O:29][CH2:30][C:31]([CH3:33])=[CH2:32])[C@@H:21]([CH2:22][O:23][CH2:24][C:25]([CH3:27])=[CH2:26])[O:28][C:13](=[O:15])[C@@H:12]([NH:11][C:9](=[O:10])[O:8][CH2:1][C:2]2[CH:3]=[CH:4][CH:5]=[CH:6][CH:7]=2)[CH2:16][O:17][CH2:18]1.[CH3:38][C:36](=[CH2:37])[CH2:35][O:34][C@@H:19]1[C@@H:20]([O:29][CH2:30][C:31]([CH3:33])=[CH2:32])[C@@H:21]([CH2:22][O:23][CH2:24][C:25]([CH3:27])=[CH2:26])[O:28][C:13](=[O:14])[C@H:12]([NH:11][C:9](=[O:10])[O-:8])[CH2:16][O:17][CH2:18]1. Procedure details: A solution of (S)-2-(benzyloxycarbonylamino)-3-((2S,3S,4R)-4-hydroxy-2,3,5-tris(2-methylallyloxy)pentyloxy)propanoic acid (400 mg, 0.747 mmol) in anhydrous toluene (400 mL) was added to a solution of MNBA (411 mg, 1.195 mmol) and DMAP (547 mg, 4.48 mmol) in toluene (1600 mL) over the course of 3 h via syringe pump. After the addition was complete, the reaction mixture was stirred for 1 h, concentrated, and the residue purified by flash chromatography (SiO2, 20% EtOAc/hexanes) to furnish benzyl (...